Dataset: the Open Reaction Database (ORD), a public repository of structured organic reaction records. Task: describe an organic reaction: reactants, conditions, products, and yield Starting materials: CCOC(C)=O, O=C(Nc1ccc2c(c1)CCC2)c1ccccc1Cl, O=C(Cl)c1ccccc1Cl, Cl, Cl[Sn](Cl)(Cl)Cl. The product is O=C(Nc1cc2c(cc1C(=O)c1ccccc1Cl)CCC2)c1ccccc1Cl. RXN SMILES: [CH3:36][CH2:37][O:38][C:39](=[O:40])[CH3:41].[Cl:1][c:2]1[c:3]([C:4](=[O:5])[NH:6][c:7]2[cH:8][c:9]3[c:13]([cH:14][cH:15]2)[CH2:12][CH2:11][CH2:10]3)[cH:16][cH:17][cH:18][cH:19]1.[Cl:20][C:21](=[O:22])[c:23]1[cH:24][cH:25][cH:26][cH:27][c:28]1[Cl:29].[ClH:35].[Sn:30]([Cl:31])([Cl:32])([Cl:33])[Cl:34]>>[Cl:1][c:2]1[c:3]([C:4](=[O:5])[NH:6][c:7]2[cH:8][c:9]3[c:13]([cH:14][c:15]2[C:21](=[O:22])[c:23]2[cH:24][cH:25][cH:26][cH:27][c:28]2[Cl:29])[CH2:12][CH2:11][CH2:10]3)[cH:16][cH:17][cH:18][cH:19]1. The reactants are NC1=NC(=NN1C(=S)NC)N=CC1=CC=CC=C1 (5-Amino-3-[(N-benzylidene)amino]-1-[methylamino(thiocarbonyl)]-1H-1,2,4-triazole), C(C)(=O)OC(OCC)OCC (diethoxymethyl acetate). The product is C(C1=CC=CC=C1)=NC1=NN2C(N=CN(C2=S)C)=N1 (2-[(N-Benzylidene)amino]-6-methyl-1,2,4-triazolo[1,5-a]-1,3,5-triazine-7 (6H)-thione). The yield is 93.0%. Reaction SMILES: [NH2:1][C:2]1[N:6]([C:7]([NH:9][CH3:10])=[S:8])[N:5]=[C:4]([N:11]=[CH:12][C:13]2[CH:18]=[CH:17][CH:16]=[CH:15][CH:14]=2)[N:3]=1.[C:19](OC(OCC)OCC)(=O)C>>[CH:12](=[N:11][C:4]1[N:3]=[C:2]2[N:1]=[CH:10][N:9]([CH3:19])[C:7](=[S:8])[N:6]2[N:5]=1)[C:13]1[CH:18]=[CH:17][CH:16]=[CH:15][CH:14]=1. Procedure details: The synthesis method of Example 55 was applied. The compound (783 mg) obtained in Example 37 and diethoxymethyl acetate (5 ml) were used as reagents. The mixture was reacted at 90° C. for 1.5 hours to give 757 mg of white powdery crystals (yield 93%). The reactants are C(CCCCCCCCC)N1C(=C(C2=CC(=CC=C12)OC)CC(=O)NN)C (1-decyl-5-methoxy-2-methyl-1H-indole-3-acetic acid hydrazide). Reagents/catalysts: [Ni] (Ni). Solvent: CCO (EtOH). Yields the product C(CCCCCCCCC)N1C(=C(C2=CC(=CC=C12)OC)CC(=O)N)C (1-decyl-5-methoxy-2-methyl-1H-indole-3-acetamide). The yield is 68.8%. As a reaction SMILES: [CH2:1]([N:11]1[C:19]2[C:14](=[CH:15][C:16]([O:20][CH3:21])=[CH:17][CH:18]=2)[C:13]([CH2:22][C:23]([NH:25]N)=[O:24])=[C:12]1[CH3:27])[CH2:2][CH2:3][CH2:4][CH2:5][CH2:6][CH2:7][CH2:8][CH2:9][CH3:10]>CCO.[Ni]>[CH2:1]([N:11]1[C:19]2[C:14](=[CH:15][C:16]([O:20][CH3:21])=[CH:17][CH:18]=2)[C:13]([CH2:22][C:23]([NH2:25])=[O:24])=[C:12]1[CH3:27])[CH2:2][CH2:3][CH2:4][CH2:5][CH2:6][CH2:7][CH2:8][CH2:9][CH3:10]. Reported procedure: Approximately 1.5 g of Raney Ni was added to 1.5 g (4.0 mmol) of 1-decyl-5-methoxy-2-methyl-1H-indole-3-acetic acid hydrazide in 250 mL of EtOH and the mixture heated at reflux for 3 hours. After cooling the mixture was filtered and the filtrate concentrated at reduced pressure. The residue was crystallized from EtOAc/hexane to give 0.987 g (69% yield) of 1-decyl-5-methoxy-2-methyl-1H-indole-3-acetamide, mp, 110-111° C. Yields the product NC1=C(C=C(C=C1)C=1SC2=C(N1)C=CC(=C2)C)OS(=O)(=O)C(F)(F)F (2-(4-Amino-3-trifluoromethylsulphonyloxyphenyl)-6-methylbenzothiazole). As a reaction SMILES: NC1C=C(C2SC3C=CC=CC=3N=2)C([O:8][S:9]([C:12]([F:15])([F:14])[F:13])(=[O:11])=[O:10])=CC=1.[N:25]([C:28]1[CH:33]=[CH:32][C:31]([C:34]2[S:35][C:36]3[CH:42]=[C:41]([CH3:43])[CH:40]=[CH:39][C:37]=3[N:38]=2)=[CH:30][CH:29]=1)=[N+]=[N-]>>[NH2:25][C:28]1[CH:33]=[CH:32][C:31]([C:34]2[S:35][C:36]3[CH:42]=[C:41]([CH3:43])[CH:40]=[CH:39][C:37]=3[N:38]=2)=[CH:30][C:29]=1[O:11][S:9]([C:12]([F:15])([F:14])[F:13])(=[O:10])=[O:8]. The reactants are NC=1C=C(C(=CC1)OS(=O)(=O)C(F)(F)F)C=1SC2=C(N1)C=CC=C2 (2-(3-Amino-6-trifluoromethylsulphonyloxyphenyl)benzothiazole), N(=[N+]=[N-])C1=CC=C(C=C1)C=1SC2=C(N1)C=CC(=C2)C (2-(4-azidophenyl)-6-methyl-benzothiazole). Procedure details: This compound was prepared in a similar way to the compound of Example XIV from 2-(4-azidophenyl)-6-methyl-benzothiazole. (Found: M+ 388. C15H11F3N2O3S2 requires MW 386). The reactants are COC1=CC=C(C=C1)S(=O)(=O)N1CCN(CC1)CC1=NC2=CC=CC=C2C(N1)=O (2-[4-(4-Methoxy-benzenesulfonyl)-piperazin-1-ylmethyl]-3H-quinazolin-4-one), N1CCCCC1 (piperidine). Run in O=P(Cl)(Cl)Cl (POCl3). Reaction conditions: time 1 day. Yields the product COC1=CC=C(C=C1)S(=O)(=O)N1CCN(CC1)CC1=NC2=CC=CC=C2C(=N1)N1CCCCC1 (2-[4-(4-Methoxy-benzenesulfonyl)-piperazin-1-ylmethyl]-4-piperidin-1-yl-quinazoline). As a reaction SMILES: [CH3:1][O:2][C:3]1[CH:8]=[CH:7][C:6]([S:9]([N:12]2[CH2:17][CH2:16][N:15]([CH2:18][C:19]3[NH:28][C:27](=O)[C:26]4[C:21](=[CH:22][CH:23]=[CH:24][CH:25]=4)[N:20]=3)[CH2:14][CH2:13]2)(=[O:11])=[O:10])=[CH:5][CH:4]=1.[NH:30]1[CH2:35][CH2:34][CH2:33][CH2:32][CH2:31]1>O=P(Cl)(Cl)Cl>[CH3:1][O:2][C:3]1[CH:4]=[CH:5][C:6]([S:9]([N:12]2[CH2:13][CH2:14][N:15]([CH2:18][C:19]3[N:28]=[C:27]([N:30]4[CH2:35][CH2:34][CH2:33][CH2:32][CH2:31]4)[C:26]4[C:21](=[CH:22][CH:23]=[CH:24][CH:25]=4)[N:20]=3)[CH2:16][CH2:17]2)(=[O:11])=[O:10])=[CH:7][CH:8]=1. Procedure: 2-[4-(4-Methoxy-benzenesulfonyl)-piperazin-1-ylmethyl]-3H-quinazolin-4-one (83 mg, 0.2 mmol) in POCl3 (1 mL) was heated to 90° C. for 2 hours. Then the excess POCl3 was removed in vacuo. The residue was dissolved in toluene (5 mL) and then the solvent was removed in vacuo. This step was repeated twice more. The residue was then dissolved in THF (1 mL) and piperidine (197 μL, 2 mmol) was added. The reaction was stirred at room temperature for 1 day. The reaction mixture was partitioned between di... Reactants: O1CCCC1 (tetrahydrofuran), FC(S(=O)(=O)OS(=O)(=O)C(F)(F)F)(F)F (Trifluoromethanesulphonic anhydride), CC(=O)O[C@H]1CC[C@@]2([C@H]3CC[C@]4([C@H]([C@@H]3CC=C2C1)CCC4=O)C)C (prasterone acetate), C(C)(C)(C)C1=NC(=CC(=C1)C)C(C)(C)C (2,6-di-tert-butyl-4-methylpyridine). The solvent is C(Cl)Cl (methylene chloride). Procedure details: Trifluoromethanesulphonic anhydride (45.4 mL) is dropped into a solution of prasterone acetate (100 g) and 2,6-di-tert-butyl-4-methylpyridine (58 g) in methylene chloride (1 L) at −5° C., maintaining the temperature between −5° C. and 0° C. and stirring at said temperature for about 5 h. The mixture is then concentrated under vacuum, and the concentrate is taken up in n-hexane (about 1500 mL) to obtain a precipitate which is isolated by filtration. The filtered solution is washed with a 1N hydro... Product: CC(=O)O[C@H]1CC[C@@]2([C@H]3CC[C@]4([C@H]([C@@H]3CC=C2C1)CC=C4C=5C=CC=NC5)C)C (abiraterone acetate). Reaction SMILES: FC(F)(F)S(OS(C(F)(F)F)(=O)=O)(=O)=O.[CH3:16][C:17]([O:19][C@@H:20]1[CH2:33][C:32]2[C@@:23]([CH3:39])([C@@H:24]3[C@@H:29]([CH2:30][CH:31]=2)[C@@H:28]2[CH2:34][CH2:35][C:36](=O)[C@@:27]2([CH3:38])[CH2:26][CH2:25]3)[CH2:22][CH2:21]1)=[O:18].C([C:44]1[CH:49]=[C:48](C)[CH:47]=[C:46](C(C)(C)C)[N:45]=1)(C)(C)C.O1CCCC1>C(Cl)Cl>[CH3:16][C:17]([O:19][C@@H:20]1[CH2:21][C:22]2[C@@:23]([CH3:39])([C@@H:24]3[C@@H:29]([CH2:30][CH:31]=2)[C@@H:28]2[CH2:34][CH:35]=[C:36]([C:47]4[CH:48]=[CH:49][CH:44]=[N:45][CH:46]=4)[C@@:27]2([CH3:38])[CH2:26][CH2:25]3)[CH2:32][CH2:33]1)=[O:18]. Starting materials: CNC1CCC(CC1)OC1=NC=NC=2SC=3CC[C@@H](C3C12)CCO (2-[(3R)-12-[[4-(methylamino)cyclohexyl]oxy]-7-thia-9,11-diazatricyclo[6.4.0.0[2,6]]dodeca-1(8),2(6),9,11-tetraen-3-yl]ethan-1-ol), ClCC(=O)N1CCCC1 (2-chloro-1-(pyrrolidin-1-yl)ethan-1-one), C([O-])([O-])=O.[K+].[K+] (potassium carbonate). Run in CN(C)C=O (DMF), C(Cl)Cl (DCM). Conditions: time 8 hour. The product is OCC[C@@H]1C=2C=3C(=NC=NC3SC2CC1)OC1CCC(CC1)N(CC(=O)N1CCCC1)C (2-[(4-[[(3R)-3-(2-hydroxyethyl)-7-thia-9,11-diazatricyclo[6.4.0.0[2,6]]dodeca-1(8),2(6),9,11-tetraen-12-yl]oxy]cyclohexyl)(methyl)amino]-1-(pyrrolidin-1-yl)ethan-1-one). Yield: 81.0%. As a reaction SMILES: [CH3:1][NH:2][CH:3]1[CH2:8][CH2:7][CH:6]([O:9][C:10]2[C:21]3[C:20]4[C@@H:19]([CH2:22][CH2:23][OH:24])[CH2:18][CH2:17][C:16]=4[S:15][C:14]=3[N:13]=[CH:12][N:11]=2)[CH2:5][CH2:4]1.Cl[CH2:26][C:27]([N:29]1[CH2:33][CH2:32][CH2:31][CH2:30]1)=[O:28].C(=O)([O-])[O-].[K+].[K+]>CN(C=O)C.C(Cl)Cl>[OH:24][CH2:23][CH2:22][C@H:19]1[CH2:18][CH2:17][C:16]2[S:15][C:14]3[N:13]=[CH:12][N:11]=[C:10]([O:9][CH:6]4[CH2:5][CH2:4][CH:3]([N:2]([CH3:1])[CH2:26][C:27]([N:29]5[CH2:33][CH2:32][CH2:31][CH2:30]5)=[O:28])[CH2:8][CH2:7]4)[C:21]=3[C:20]1=2 |f:2.3.4|. Procedure details: To a solution of 2-[(3R)-12-[[4-(methylamino)cyclohexyl]oxy]-7-thia-9,11-diazatricyclo[6.4.0.0[2,6]]dodeca-1(8),2(6),9,11-tetraen-3-yl]ethan-1-ol (120 mg, 0.35 mmol, 1.00 equiv) in distilled DMF (5 mL) was added 2-chloro-1-(pyrrolidin-1-yl)ethan-1-one (75 mg, 0.51 mmol, 1.50 equiv) and potassium carbonate (26 mg, 0.19 mmol, 2.00 equiv) at room temperature. The resulting solution was stirred overnight at room temperature. The reaction mixture was diluted with DCM (100 mL), washed with brine, drie...